From a dataset of the Open Reaction Database (ORD), a public repository of structured organic reaction records. describe an organic reaction: reactants, conditions, products, and yield The reactants are C(C)(C)(C)OC(=O)N(CCC(=O)O)C (N-t-butoxycarbonyl-N-methyl-β-alanine), N1CCOCC1 (morpholine), Cl.C(C)N=C=NCCCN(C)C (N-ethyl-N'-(3-dimethylaminopropyl)carbodiimide hydrochloride). Run in C(Cl)Cl (methylene chloride). Conditions: time 8 hour. The product is C(C)(C)(C)OC(=O)N(CCC(=O)N1CCOCC1)C (4-(N-t-butoxycarbonyl-N-methyl-β-alanyl)morpholine). The yield is 99.5%. As a reaction SMILES: [C:1]([O:5][C:6]([N:8]([CH3:14])[CH2:9][CH2:10][C:11]([OH:13])=O)=[O:7])([CH3:4])([CH3:3])[CH3:2].[NH:15]1[CH2:20][CH2:19][O:18][CH2:17][CH2:16]1.Cl.C(N=C=NCCCN(C)C)C>C(Cl)Cl>[C:1]([O:5][C:6]([N:8]([CH3:14])[CH2:9][CH2:10][C:11]([N:15]1[CH2:20][CH2:19][O:18][CH2:17][CH2:16]1)=[O:13])=[O:7])([CH3:2])([CH3:3])[CH3:4] |f:2.3|. Reported procedure: To a mixture of N-t-butoxycarbonyl-N-methyl-β-alanine (1.02 g) and morpholine (0.48 g) in dry methylene chloride was added N-ethyl-N'-(3-dimethylaminopropyl)carbodiimide hydrochloride (1.05 g), and the mixture was stirred at ambient temperature overnight. After evaporation of the solvent, the residue was dissolved in ethyl acetate. The solution was washed with 1% citric acid aqueous solution, saturated sodium bicarbonate solution, and saturated sodium chloride solution. Then the solution was dri... Reactants: CCCCn1cnc2cccc3nc4c(c1c23)Cn1c-4cc2c(c1=O)COC(=O)C2(CC)OC(C)=O, CO, Cl, NN. Yields the product CCCCn1cnc2cccc3nc4c(c1c23)Cn1c-4cc2c(c1=O)COC(=O)C2(O)CC. RXN SMILES: [C:1](=[O:2])([CH3:3])[O:4][C:5]1([CH2:35][CH3:36])[C:6](=[O:34])[O:7][CH2:8][c:9]2[c:10](=[O:33])[n:11]3[c:30]([cH:31][c:32]21)-[c:14]1[c:13]([c:18]2[c:17]4[c:16]([n:15]1)[cH:25][cH:24][cH:23][c:22]4[n:21][cH:20][n:19]2[CH2:26][CH2:27][CH2:28][CH3:29])[CH2:12]3.[CH3:40][OH:41].[ClH:39].[NH2:37][NH2:38]>>[OH:4][C:5]1([CH2:35][CH3:36])[C:6](=[O:34])[O:7][CH2:8][c:9]2[c:10](=[O:33])[n:11]3[c:30]([cH:31][c:32]21)-[c:14]1[c:13]([c:18]2[c:17]4[c:16]([n:15]1)[cH:25][cH:24][cH:23][c:22]4[n:21][cH:20][n:19]2[CH2:26][CH2:27][CH2:28][CH3:29])[CH2:12]3.